From a dataset of the Open Reaction Database (ORD), a public repository of structured organic reaction records. describe an organic reaction: reactants, conditions, products, and yield Starting materials: CCOC(=O)c1ccc2nc(Br)sc2c1, ClCCl, [K+], [K+], O=C([O-])[O-], C1COCCO1, O, OB(O)c1ccccc1. Yields the product CCOC(=O)c1ccc2nc(-c3ccccc3)sc2c1. RXN SMILES: [Br:1][c:2]1[s:3][c:4]2[c:5]([n:6]1)[cH:7][cH:8][c:9]([C:11](=[O:12])[O:13][CH2:14][CH3:15])[cH:10]2.[Cl:38][CH2:39][Cl:40].[K+:25].[K+:26].[O-:27][C:28]([O-:29])=[O:30].[O:31]1[CH2:32][CH2:33][O:34][CH2:35][CH2:36]1.[OH2:37].[OH:16][B:17]([OH:18])[c:19]1[cH:20][cH:21][cH:22][cH:23][cH:24]1>>[c:2]1(-[c:19]2[cH:20][cH:21][cH:22][cH:23][cH:24]2)[s:3][c:4]2[c:5]([n:6]1)[cH:7][cH:8][c:9]([C:11](=[O:12])[O:13][CH2:14][CH3:15])[cH:10]2. Starting materials: ClCCl, N#CC1(N2C(=O)c3cccc(Cl)c3C2=O)CCCCC1, O=S(=O)(O)O. Yields the product NC(=O)C1(N2C(=O)c3cccc(Cl)c3C2=O)CCCCC1. RXN SMILES: [CH2:26]([Cl:27])[Cl:28].[Cl:1][c:2]1[c:3]2[c:4]([cH:18][cH:19][cH:20]1)[C:5](=[O:6])[N:7]([C:10]1([C:16]#[N:17])[CH2:11][CH2:12][CH2:13][CH2:14][CH2:15]1)[C:8]2=[O:9].[S:21]([OH:22])(=[O:23])(=[O:24])[OH:25]>>[Cl:1][c:2]1[c:3]2[c:4]([cH:18][cH:19][cH:20]1)[C:5](=[O:6])[N:7]([C:10]1([C:16]([NH2:17])=[O:22])[CH2:11][CH2:12][CH2:13][CH2:14][CH2:15]1)[C:8]2=[O:9]. Reactants: C(C)(C)(C)NS(=O)(=O)C1=CC(=CC=C1)C=1N=CN(C1)C1=NC(=CC(=N1)C(F)(F)F)C1=CC=C(C=C1)Cl (N-tert-butyl-3-{1-[6-(4-chloro-phenyl)-4-trifluoromethyl-pyrimidin-2-yl]-1H-imidazol-4-yl}-benzenesulfonamide), C(=O)(C(F)(F)F)O (TFA). Solvent: ClCCl (dichloromethane). Conditions: time 15 hour. Product: ClC1=CC=C(C=C1)C1=NC(=NC(=C1)C(F)(F)F)N1C=NC(=C1)C=1C=C(C=CC1)S(=O)(=O)N (3-{1-[4-(4-Chloro-phenyl)-6-trifluoromethyl-pyrimidin-2-yl]-1H-imidazol-4-yl}-benzenesulfonamide). The yield is 78.8%. As a reaction SMILES: C([NH:5][S:6]([C:9]1[CH:14]=[CH:13][CH:12]=[C:11]([C:15]2[N:16]=[CH:17][N:18]([C:20]3[N:25]=[C:24]([C:26]([F:29])([F:28])[F:27])[CH:23]=[C:22]([C:30]4[CH:35]=[CH:34][C:33]([Cl:36])=[CH:32][CH:31]=4)[N:21]=3)[CH:19]=2)[CH:10]=1)(=[O:8])=[O:7])(C)(C)C.C(O)(C(F)(F)F)=O>ClCCl>[Cl:36][C:33]1[CH:32]=[CH:31][C:30]([C:22]2[CH:23]=[C:24]([C:26]([F:27])([F:28])[F:29])[N:25]=[C:20]([N:18]3[CH:19]=[C:15]([C:11]4[CH:10]=[C:9]([S:6]([NH2:5])(=[O:7])=[O:8])[CH:14]=[CH:13][CH:12]=4)[N:16]=[CH:17]3)[N:21]=2)=[CH:35][CH:34]=1. Procedure: To a cooled and stirred solution of N-tert-butyl-3-{1-[6-(4-chloro-phenyl)-4-trifluoromethyl-pyrimidin-2-yl]-1H-imidazol-4-yl}-benzenesulfonamide (0.34 g) in dichloromethane (6 mL) was added TFA (6 mL) and the reaction mixture was allowed to stir at room temperature for 15 h. The mixture was evaporated to dryness and saturated NaHCO3 solution (3 mL), diethyl ether and heptane were added. The mixture was stirred at room temperature for 1 h, the precipitate was collected by filtration, washed with... Reactants: Cl.C(C1=CC=CC=C1)(=N)N (benzamidine hydrochloride salt), CN(C)CC=1C=C(C(=O)NN)C=CC1 (3-dimethylaminomethyl-benzoic acid hydrazide), CC[O-].[Na+] (NaOEt), hydrochloride salt, Cl.CCOCC (HCl ether). Run in C(C)O (ethanol), C(C)O (ethanol). Reaction conditions: time 30 minute. The product is Cl.CN(CC1=CC(=CC=C1)C1=NNC(=N1)C1=CC=CC=C1)C (Dimethyl-[3-(5-phenyl-1H-[1,2,4]triazol-3-yl)-benzyl]-amine hydrochloride). The yield is 27.0%. RXN SMILES: [ClH:1].[C:2](N)(=[NH:9])[C:3]1[CH:8]=[CH:7][CH:6]=[CH:5][CH:4]=1.CC[O-].[Na+].[CH3:15][N:16]([CH2:18][C:19]1[CH:20]=[C:21]([CH:26]=[CH:27][CH:28]=1)[C:22]([NH:24][NH2:25])=O)[CH3:17].Cl.CCOCC>C(O)C>[ClH:1].[CH3:15][N:16]([CH3:17])[CH2:18][C:19]1[CH:28]=[CH:27][CH:26]=[C:21]([C:22]2[N:9]=[C:2]([C:3]3[CH:8]=[CH:7][CH:6]=[CH:5][CH:4]=3)[NH:25][N:24]=2)[CH:20]=1 |f:0.1,2.3,5.6,8.9|. Procedure: To a stirred ethanolic suspension of benzamidine hydrochloride salt (235 mg, 1.5 mmol, 1.5 eq.), was added 1.2N NaOEt in ethanol (1.7 ml, 2 eq.) over 3 minutes, the mixture was further stirred for 30 min. at r.t. To this was added 3-dimethylaminomethyl-benzoic acid hydrazide (193 mg, 1 mmol) in ethanol at 20° C. and the mixture heated to reflux for 24 hrs. Upon cooling the product mixture was filtered, solvent evaporated and residue subjected to preparative reversed-phase HPLC purification using... Solvent: C(Cl)Cl (methylene chloride). Reactants: NC1=CC=C(C=C1)C=1C=2N(C=CC1)C=CN2 (8-(4-Aminophenyl)imidazo[1,2-a]pyridine), CS(=O)(=O)Cl (methanesulfonyl chloride). Procedure details: Dissolve 4 g (19.1 mmol) of the product from Example 20, in 100 ml of methylene chloride and cool to 0° C. Add 1.6 ml of methanesulfonyl chloride slowly, maintaining the temperature at 5° C. Stir at r.t. for 12 hr. Extract the reaction mixture with 100 ml of 10% sodium hydroxide. Wash with 100 ml of methylene chloride and with 100 ml of ether. Treat with charcoal and neutralize with ammonium chloride. The resulting precipitate is filtered and washed with water to provide the title compound. The product is CS(=O)(=O)NC1=CC=C(C=C1)C=1C=2N(C=CC1)C=CN2 (8-[4-((Methylsulfonyl)amino)phenyl]imidazo[1,2-a]pyridine). Run at temperature 5 celsius, time 12 hour. Reaction SMILES: [NH2:1][C:2]1[CH:7]=[CH:6][C:5]([C:8]2[C:9]3[N:10]([CH:14]=[CH:15][N:16]=3)[CH:11]=[CH:12][CH:13]=2)=[CH:4][CH:3]=1.[CH3:17][S:18](Cl)(=[O:20])=[O:19]>C(Cl)Cl>[CH3:17][S:18]([NH:1][C:2]1[CH:3]=[CH:4][C:5]([C:8]2[C:9]3[N:10]([CH:14]=[CH:15][N:16]=3)[CH:11]=[CH:12][CH:13]=2)=[CH:6][CH:7]=1)(=[O:20])=[O:19]. Starting materials: O=C(Oc1ccccc1)Oc1ccccc1, COc1ccccc1CC#N, Cl, [H-], [Na+], C1CCOC1. Yields the product COc1ccccc1C(C#N)C(=O)Oc1ccccc1. As a reaction SMILES: [C:14]([O:15][c:16]1[cH:17][cH:18][cH:19][cH:20][cH:21]1)([O:22][c:24]1[cH:25][cH:26][cH:27][cH:28][cH:29]1)=[O:23].[CH3:3][O:4][c:5]1[c:6]([CH2:11][C:12]#[N:13])[cH:7][cH:8][cH:9][cH:10]1.[ClH:30].[H-:1].[Na+:2].[O:31]1[CH2:32][CH2:33][CH2:34][CH2:35]1>>[CH3:3][O:4][c:5]1[c:6]([CH:11]([C:12]#[N:13])[C:14]([O:15][c:16]2[cH:17][cH:18][cH:19][cH:20][cH:21]2)=[O:22])[cH:7][cH:8][cH:9][cH:10]1. Reactants: O(C1=CC=CC=C1)CC(C)O (1-phenoxy-2-propanol), S(=O)(=O)(O)Cl.C (methane sulfochloride). Run in N1=CC=CC=C1 (pyridine). Reaction conditions: time 48 hour. Yields the product CS(=O)(=O)OC(COC1=CC=CC=C1)C (1-Phenoxy-2-propyl methane sulfonate). As a reaction SMILES: [O:1]([CH2:8][CH:9]([OH:11])[CH3:10])[C:2]1[CH:7]=[CH:6][CH:5]=[CH:4][CH:3]=1.[S:12](Cl)([OH:15])(=O)=[O:13].[CH4:17]>N1C=CC=CC=1>[CH3:17][S:12]([O:11][CH:9]([CH3:10])[CH2:8][O:1][C:2]1[CH:7]=[CH:6][CH:5]=[CH:4][CH:3]=1)(=[O:15])=[O:13] |f:1.2|. Procedure details: To 1-phenoxy-2-propanol (1 mole) dissolved in pyridine (500 ml) is added methane sulfochloride (1 mole) at a rate sufficient for the temperature of the reaction mixture to reach a value of 40°-50° C., with stirring. On completion of the addition, the reactor is sealed and the reaction mixture is left aside at room temperature during 48 hours. The reaction mixture is then poured over ice. The aqueous phase is extracted with methylene chloride. The organic phase is washed with dilute sulfuric acid... Reported procedure: The title compound (100 mg) was prepared following the general procedure of Example 1 from 2-(4-(4-methoxybenzoyl)piperidin-1-yl)acetic acid (265 mg, 0.67 mmol, 70% purity) and 2-(aminomethyl)-5,6,7,8-tetrahydroquinazolin-4(3H)-one (120 mg, 0.67 mmol). 1H NMR (400 MHz, CDC3) δ 10.91 (br. s., 1H), 7.91 (br. s., 1H), 7.82-7.89 (m, 2H), 6.85-6.91 (m, J=8.6 Hz, 2H), 4.29 (d, J=6.1 Hz, 2H), 3.81 (s, 3H), 3.17 (d, J=6.6 Hz, 1H), 3.07 (br. s., 2H), 2.90 (br. s., 2H), 2.52 (t, J=6.1 Hz, 2H), 2.42 (t, J=... RXN SMILES: [CH3:1][O:2][C:3]1[CH:20]=[CH:19][C:6]([C:7]([CH:9]2[CH2:14][CH2:13][N:12]([CH2:15][C:16]([OH:18])=O)[CH2:11][CH2:10]2)=[O:8])=[CH:5][CH:4]=1.[NH2:21][CH2:22][C:23]1[NH:32][C:31](=[O:33])[C:30]2[CH2:29][CH2:28][CH2:27][CH2:26][C:25]=2[N:24]=1>>[CH3:1][O:2][C:3]1[CH:4]=[CH:5][C:6]([C:7]([CH:9]2[CH2:10][CH2:11][N:12]([CH2:15][C:16]([NH:21][CH2:22][C:23]3[NH:32][C:31](=[O:33])[C:30]4[CH2:29][CH2:28][CH2:27][CH2:26][C:25]=4[N:24]=3)=[O:18])[CH2:13][CH2:14]2)=[O:8])=[CH:19][CH:20]=1. The yield is 34.0%. Starting materials: COC1=CC=C(C(=O)C2CCN(CC2)CC(=O)O)C=C1 (2-(4-(4-methoxybenzoyl)piperidin-1-yl)acetic acid), NCC1=NC=2CCCCC2C(N1)=O (2-(aminomethyl)-5,6,7,8-tetrahydroquinazolin-4(3H)-one), C24H30N4O4. Yields the product COC1=CC=C(C(=O)C2CCN(CC2)CC(=O)NCC2=NC=3CCCCC3C(N2)=O)C=C1 (2-(4-(4-Methoxybenzoyl)piperidin-1-yl)-N-((4-oxo-3,4,5,6,7,8-hexahydroquinazolin-2-yl)methyl)acetamide). The reactants are COCNC(=O)c1ccc2ncnc(Cl)c2c1, Nc1ccc(OCc2ccccn2)c(Cl)c1, C1CCOC1. The product is COCNC(=O)c1ccc2ncnc(Nc3ccc(OCc4ccccn4)c(Cl)c3)c2c1. Reaction SMILES: [CH3:1][O:2][CH2:3][NH:4][C:5](=[O:6])[c:7]1[cH:8][c:9]2[c:10]([Cl:17])[n:11][cH:12][n:13][c:14]2[cH:15][cH:16]1.[Cl:18][c:19]1[cH:20][c:21]([NH2:22])[cH:23][cH:24][c:25]1[O:26][CH2:27][c:28]1[n:29][cH:30][cH:31][cH:32][cH:33]1.[O:34]1[CH2:35][CH2:36][CH2:37][CH2:38]1>>[CH3:1][O:2][CH2:3][NH:4][C:5](=[O:6])[c:7]1[cH:8][c:9]2[c:10]([NH:22][c:21]3[cH:20][c:19]([Cl:18])[c:25]([O:26][CH2:27][c:28]4[n:29][cH:30][cH:31][cH:32][cH:33]4)[cH:24][cH:23]3)[n:11][cH:12][n:13][c:14]2[cH:15][cH:16]1. Reactants: O (water), C([O-])([O-])=O.[K+].[K+] (Potassium carbonate), C1(=CC=CC=C1)CCCBr (3-phenylpropyl bromide), FC=1C=C(C=CC1[N+](=O)[O-])O (3-fluoro-4-nitrophenol). Run in CN(C=O)C (N,N-dimethylformamide). Conditions: temperature 85 celsius, time 6 hour. The product is FC1=C(C=CC(=C1)OCCCC1=CC=CC=C1)[N+](=O)[O-] (2-fluoro-1-nitro-4-(3-phenylpropoxy)benzene). Isolated yield 120.6%. Reaction SMILES: C(=O)([O-])[O-].[K+].[K+].[C:7]1([CH2:13][CH2:14][CH2:15]Br)[CH:12]=[CH:11][CH:10]=[CH:9][CH:8]=1.[F:17][C:18]1[CH:19]=[C:20]([OH:27])[CH:21]=[CH:22][C:23]=1[N+:24]([O-:26])=[O:25].O>CN(C)C=O>[F:17][C:18]1[CH:19]=[C:20]([O:27][CH2:15][CH2:14][CH2:13][C:7]2[CH:12]=[CH:11][CH:10]=[CH:9][CH:8]=2)[CH:21]=[CH:22][C:23]=1[N+:24]([O-:26])=[O:25] |f:0.1.2|. Procedure details: Potassium carbonate (20.7 g, 150 mmol) and 3-phenylpropyl bromide (18.2 mL, 120 mmol) were added to a solution of 3-fluoro-4-nitrophenol (15.7 g, 100 mmol) in N,N-dimethylformamide (200 mL) at room temperature and the mixture was stirred at 85° C. for 6 hr. After cooling to room temperature, water was added to the reaction mixture and the mixture was extracted three times with ethyl acetate. The organic layer was washed with 1 mol/L hydrochloric acid and brine and dried over anhydrous sodium sul...